Task: describe an organic reaction: reactants, conditions, products, and yield. Dataset: the Open Reaction Database (ORD), a public repository of structured organic reaction records The reactants are [OH-].[Na+] (sodium hydroxide), ClCC1=NC2=CC=CC=C2C=C1 (2-Chloromethyl quinoline), COC(C1=CC=C(C=C1)O)=O (4-hydroxy benzoic acid methyl ester), C([O-])([O-])=O.[K+].[K+] (potassium carbonate). Run in C(C)(=O)OCC (ethyl acetate), CC(=O)C (acetone). Reaction conditions: temperature 60 celsius. Yields the product COC(C1=CC=C(C=C1)OCC1=NC2=CC=CC=C2C=C1)=O (4-(Quinolin-2-ylmethoxy)-benzoic acid methyl ester). The yield is 61.0%. Reaction SMILES: Cl[CH2:2][C:3]1[CH:12]=[CH:11][C:10]2[C:5](=[CH:6][CH:7]=[CH:8][CH:9]=2)[N:4]=1.[CH3:13][O:14][C:15](=[O:23])[C:16]1[CH:21]=[CH:20][C:19]([OH:22])=[CH:18][CH:17]=1.C(=O)([O-])[O-].[K+].[K+].[OH-].[Na+]>CC(C)=O.C(OCC)(=O)C>[CH3:13][O:14][C:15](=[O:23])[C:16]1[CH:21]=[CH:20][C:19]([O:22][CH2:2][C:3]2[CH:12]=[CH:11][C:10]3[C:5](=[CH:6][CH:7]=[CH:8][CH:9]=3)[N:4]=2)=[CH:18][CH:17]=1 |f:2.3.4,5.6|. Reported procedure: To a solution of 2-Chloromethyl quinoline. (2 g, 9.3 mmole) in acetone (47 ml, 0.2M) was added 4-hydroxy benzoic acid methyl ester (1.42 g, 1.0 eq.) and potassium carbonate (3.86 g, 3 eq.). The reaction mixture was heated at 60° C. for 16 h under N2 atmosphere, cooled to ambient temperature and poured into 1N sodium hydroxide (50 ml)/ethyl acetate (100 ml). The layers were separated and the organic layer dried magnesium sulfate, filtered and concentrated. Biotage MPLC was run using a 5-30% ethyl... Starting materials: CC(C)N(C(=O)CN1C(=O)C(Cc2nn(C(=O)OC(C)(C)C)c3ccccc23)C(=O)N(c2ccccc2)c2ccccc21)c1ccc(F)cc1, CCOCC, Cl, C1COCCO1. Product: CC(C)N(C(=O)CN1C(=O)C(Cc2n[nH]c3ccccc23)C(=O)N(c2ccccc2)c2ccccc21)c1ccc(F)cc1. Reaction SMILES: [C:1]([O:2][C:3](=[O:4])[n:8]1[n:9][c:10]([CH2:17][CH:18]2[C:19](=[O:50])[N:20]([c:44]3[cH:45][cH:46][cH:47][cH:48][cH:49]3)[c:21]3[c:22]([cH:40][cH:41][cH:42][cH:43]3)[N:23]([CH2:26][C:27](=[O:28])[N:29]([CH:30]([CH3:31])[CH3:32])[c:33]3[cH:34][cH:35][c:36]([F:39])[cH:37][cH:38]3)[C:24]2=[O:25])[c:11]2[cH:12][cH:13][cH:14][cH:15][c:16]12)([CH3:5])([CH3:6])[CH3:7].[CH3:52][CH2:53][O:54][CH2:55][CH3:56].[ClH:51].[O:57]1[CH2:58][CH2:59][O:60][CH2:61][CH2:62]1>>[nH:8]1[n:9][c:10]([CH2:17][CH:18]2[C:19](=[O:50])[N:20]([c:44]3[cH:45][cH:46][cH:47][cH:48][cH:49]3)[c:21]3[c:22]([cH:40][cH:41][cH:42][cH:43]3)[N:23]([CH2:26][C:27](=[O:28])[N:29]([CH:30]([CH3:31])[CH3:32])[c:33]3[cH:34][cH:35][c:36]([F:39])[cH:37][cH:38]3)[C:24]2=[O:25])[c:11]2[cH:12][cH:13][cH:14][cH:15][c:16]12.